Task: describe an organic reaction: reactants, conditions, products, and yield. Dataset: the Open Reaction Database (ORD), a public repository of structured organic reaction records Starting materials: CO (methanol), OCCN(C(=O)C1=NC(=NC(=C1OCC1=CC=CC=C1)O)CC1(CCC(CC1)=O)C1=CC=CC=C1)C(C)C (5-benzyloxy-6-hydroxy-2-(4-oxo-1-phenyl-cyclohexylmethyl)-pyrimidine-4-carboxylic acid (2-hydroxyethyl)-isopropylamide), C1(=CC=CC=C1)P(C1=CC=CC=C1)C1=CC=CC=C1 (triphenyl phosphine), N(=NC(=O)OC(C)C)C(=O)OC(C)C (diisopropyl azodicarboxylate). Solvent: C(C)(=O)OCC (ethyl acetate), ClCCl (dichloromethane). Product: C(C1=CC=CC=C1)OC1=C2N(C(=NC1=O)CC1(CCC(CC1)=O)C1=CC=CC=C1)CCN(C2=O)C(C)C (9-benzyloxy-2-isopropyl-6-(4-oxo-1-phenyl-cyclohexylmethyl)-3,4-dihydro-2H-pyrazino[1,2-c]pyrimidine-1,8-dione). The yield is 71.9%. As a reaction SMILES: O[CH2:2][CH2:3][N:4]([CH:36]([CH3:38])[CH3:37])[C:5]([C:7]1[C:12]([O:13][CH2:14][C:15]2[CH:20]=[CH:19][CH:18]=[CH:17][CH:16]=2)=[C:11]([OH:21])[N:10]=[C:9]([CH2:22][C:23]2([C:30]3[CH:35]=[CH:34][CH:33]=[CH:32][CH:31]=3)[CH2:28][CH2:27][C:26](=[O:29])[CH2:25][CH2:24]2)[N:8]=1)=[O:6].C1(P(C2C=CC=CC=2)C2C=CC=CC=2)C=CC=CC=1.N(C(OC(C)C)=O)=NC(OC(C)C)=O.CO>ClCCl.C(OCC)(=O)C>[CH2:14]([O:13][C:12]1[C:11](=[O:21])[N:10]=[C:9]([CH2:22][C:23]2([C:30]3[CH:31]=[CH:32][CH:33]=[CH:34][CH:35]=3)[CH2:28][CH2:27][C:26](=[O:29])[CH2:25][CH2:24]2)[N:8]2[CH2:2][CH2:3][N:4]([CH:36]([CH3:38])[CH3:37])[C:5](=[O:6])[C:7]=12)[C:15]1[CH:20]=[CH:19][CH:18]=[CH:17][CH:16]=1. Procedure details: To a solution of 5-benzyloxy-6-hydroxy-2-(4-oxo-1-phenyl-cyclohexylmethyl)-pyrimidine-4-carboxylic acid (2-hydroxyethyl)-isopropylamide (272) (200 mg, 0.39 mmol) in dichloromethane (25.0 mL) was added triphenyl phosphine (152 mg, 0.58 mmol) and diisopropyl azodicarboxylate (0.12 mL, 0.58 mmol) at room temperature and stirred for 30 min (silica TLC, 5% methanol in ethyl acetate, Rf=0.5). The reaction mixture was concentrated under reduced pressure and purified by normal silica gel (100-200 mesh) ...